This data is from the Open Reaction Database (ORD), a public repository of structured organic reaction records. The task is: describe an organic reaction: reactants, conditions, products, and yield Starting materials: Cc1cc(O)cc(C)c1Br, O=C([O-])[O-], CI, [K+], [K+], CN(C)C=O. Product: COc1cc(C)c(Br)c(C)c1. Reaction SMILES: [Br:1][c:2]1[c:3]([CH3:10])[cH:4][c:5]([OH:9])[cH:6][c:7]1[CH3:8].[C:13](=[O:14])([O-:15])[O-:16].[CH3:11][I:12].[K+:17].[K+:18].[O:19]=[CH:20][N:21]([CH3:22])[CH3:23]>>[Br:1][c:2]1[c:3]([CH3:10])[cH:4][c:5]([O:9][CH3:13])[cH:6][c:7]1[CH3:8]. Starting materials: NC1=CC=CC2=CC=CC(=C12)N (1,8-Diaminonaphthalene), FC(C(F)(F)F)(OC1=CC=C(C(=O)Cl)C=C1)F (p-pentafluoroethoxybenzoyl chloride). Yield: 82.7%. The product is Cl.FC(C(F)(F)F)(OC1=CC=C(C=C1)C=1NC=2C=CC=C3C=CC=C(N1)C23)F (2-(p-PENTAFLUOROETHOXYPHENYL)-1H-PERIMIDINE HYDROCHLORIDE). Reported procedure: 1,8-Diaminonaphthalene (1.04 grams; 0.00656 mole) and p-pentafluoroethoxybenzoyl chloride (1.8 grams; 0.00656 mole) were reacted in the procedures of Example 3, yielding 2.25 grams of product (82.7% yield), m.p., 240° C. (dec.), mass spectrum m/e 378. Reaction SMILES: [NH2:1][C:2]1[C:11]2[C:6](=[CH:7][CH:8]=[CH:9][C:10]=2[NH2:12])[CH:5]=[CH:4][CH:3]=1.[F:13][C:14]([F:29])([O:19][C:20]1[CH:28]=[CH:27][C:23]([C:24]([Cl:26])=O)=[CH:22][CH:21]=1)[C:15]([F:18])([F:17])[F:16]>>[ClH:26].[F:13][C:14]([F:29])([O:19][C:20]1[CH:28]=[CH:27][C:23]([C:24]2[NH:1][C:2]3[CH:3]=[CH:4][CH:5]=[C:6]4[C:11]=3[C:10]([N:12]=2)=[CH:9][CH:8]=[CH:7]4)=[CH:22][CH:21]=1)[C:15]([F:16])([F:18])[F:17] |f:2.3|. Starting materials: [BH4-], O=C(N1CCOc2ccc(Cc3cc(Br)ccc3Cl)cc21)C(F)(F)F, CCO, [Na+]. Yields the product Clc1ccc(Br)cc1Cc1ccc2c(c1)NCCO2. As a reaction SMILES: [BH4-:26].[Br:1][c:2]1[cH:3][cH:4][c:5]([Cl:25])[c:6]([CH2:7][c:8]2[cH:9][cH:10][c:11]3[c:12]([cH:23]2)[N:13]([C:17](=[O:18])[C:19]([F:20])([F:21])[F:22])[CH2:14][CH2:15][O:16]3)[cH:24]1.[CH3:28][CH2:29][OH:30].[Na+:27]>>[Br:1][c:2]1[cH:3][cH:4][c:5]([Cl:25])[c:6]([CH2:7][c:8]2[cH:9][cH:10][c:11]3[c:12]([cH:23]2)[NH:13][CH2:14][CH2:15][O:16]3)[cH:24]1.